Dataset: the Open Reaction Database (ORD), a public repository of structured organic reaction records. Task: describe an organic reaction: reactants, conditions, products, and yield Yields the product COc1c(C)cc(C)c2c1C(O)C1CCCCC21. Reactants: [BH4-], CO, COc1c(C)cc(C)c2c1C(=O)C1CCCCC21, [Na+], O. RXN SMILES: [BH4-:1].[CH3:21][OH:22].[CH3:3][c:4]1[c:5]2[c:13]([c:14]([O:18][CH3:19])[c:15]([CH3:17])[cH:16]1)[C:12](=[O:20])[CH:11]1[CH:6]2[CH2:7][CH2:8][CH2:9][CH2:10]1.[Na+:2].[OH2:23]>>[CH3:3][c:4]1[c:5]2[c:13]([c:14]([O:18][CH3:19])[c:15]([CH3:17])[cH:16]1)[CH:12]([OH:20])[CH:11]1[CH:6]2[CH2:7][CH2:8][CH2:9][CH2:10]1. The reactants are CC(=O)O, CCO, COc1cccc(C=O)c1[N+](=O)[O-], [Fe]. Yields the product COc1cccc(C=O)c1N. Reaction SMILES: [C:17]([OH:18])(=[O:19])[CH3:20].[CH3:14][CH2:15][OH:16].[CH3:1][O:2][c:3]1[c:4]([N+:11]([O-:12])=[O:13])[c:5]([CH:6]=[O:7])[cH:8][cH:9][cH:10]1.[Fe:21]>>[CH3:1][O:2][c:3]1[c:4]([NH2:11])[c:5]([CH:6]=[O:7])[cH:8][cH:9][cH:10]1.